Dataset: the Open Reaction Database (ORD), a public repository of structured organic reaction records. Task: describe an organic reaction: reactants, conditions, products, and yield Starting materials: CC(C)=COCC(F)(F)F, [Cu], CCOC(=O)C=[N+]=[N-]. Product: CCOC(=O)C1C(OCC(F)(F)F)C1(C)C. As a reaction SMILES: [CH3:1][C:2](=[CH:3][O:4][CH2:5][C:6]([F:7])([F:8])[F:9])[CH3:10].[Cu:19].[N+:11](=[N-:12])=[CH:13][C:14](=[O:15])[O:16][CH2:17][CH3:18]>>[CH3:1][C:2]1([CH3:10])[CH:3]([O:4][CH2:5][C:6]([F:7])([F:8])[F:9])[CH:13]1[C:14](=[O:15])[O:16][CH2:17][CH3:18].